Task: describe an organic reaction: reactants, conditions, products, and yield. Dataset: the Open Reaction Database (ORD), a public repository of structured organic reaction records The product is CC(=O)C(=NNc1ccc([N+](=O)[O-])cc1)Sc1ccc(Cl)cc1. As a reaction SMILES: [Cl:17][c:18]1[cH:19][cH:20][c:21]([SH:24])[cH:22][cH:23]1.[Cl:1][C:2]([C:3]([CH3:4])=[O:5])=[N:6][NH:7][c:8]1[cH:9][cH:10][c:11]([N+:14](=[O:15])[O-:16])[cH:12][cH:13]1>>[C:2]([C:3]([CH3:4])=[O:5])(=[N:6][NH:7][c:8]1[cH:9][cH:10][c:11]([N+:14](=[O:15])[O-:16])[cH:12][cH:13]1)[S:24][c:21]1[cH:20][cH:19][c:18]([Cl:17])[cH:23][cH:22]1. Starting materials: Sc1ccc(Cl)cc1, CC(=O)C(Cl)=NNc1ccc([N+](=O)[O-])cc1. Starting materials: Br, O=C(Cl)c1ccccc1, CC(N)C(=O)NC(C)C(=O)Nc1ccccc1, O, c1ccncc1. Product: CC(NC(=O)c1ccccc1)C(=O)NC(C)C(=O)Nc1ccccc1. RXN SMILES: [BrH:1].[C:19]([c:20]1[cH:21][cH:22][cH:23][cH:24][cH:25]1)(=[O:26])[Cl:27].[NH2:2][CH:3]([CH3:4])[C:5](=[O:6])[NH:7][CH:8]([CH3:9])[C:10](=[O:11])[NH:12][c:13]1[cH:14][cH:15][cH:16][cH:17][cH:18]1.[OH2:28].[cH:29]1[cH:30][cH:31][n:32][cH:33][cH:34]1>>[NH:2]([CH:3]([CH3:4])[C:5](=[O:6])[NH:7][CH:8]([CH3:9])[C:10](=[O:11])[NH:12][c:13]1[cH:14][cH:15][cH:16][cH:17][cH:18]1)[C:19]([c:20]1[cH:21][cH:22][cH:23][cH:24][cH:25]1)=[O:26]. Starting materials: CCOC(=O)CCC(C=CC(O)Cc1cc(C)cc(C)c1)NC(=O)OC(C)(C)C, CCO, Cl, C1COCCO1. Yields the product CCOC(=O)CCC(N)C=CC(O)Cc1cc(C)cc(C)c1, Cl. Reaction SMILES: [CH2:1]([CH3:2])[O:3][C:4]([CH2:5][CH2:6][CH:7]([CH:8]=[CH:9][CH:10]([CH2:11][c:12]1[cH:13][c:14]([CH3:19])[cH:15][c:16]([CH3:18])[cH:17]1)[OH:20])[NH:21][C:22]([O:23][C:24]([CH3:25])([CH3:26])[CH3:27])=[O:28])=[O:29].[CH3:37][CH2:38][OH:39].[ClH:36].[O:30]1[CH2:31][CH2:32][O:33][CH2:34][CH2:35]1>>[CH2:1]([CH3:2])[O:3][C:4]([CH2:5][CH2:6][CH:7]([CH:8]=[CH:9][CH:10]([CH2:11][c:12]1[cH:13][c:14]([CH3:19])[cH:15][c:16]([CH3:18])[cH:17]1)[OH:20])[NH2:21])=[O:29].[ClH:36]. Reactants: ClC1=C(C(=CC=C1)Cl)CS(=O)(=O)C=1C=C2/C(/C(NC2=CC1)=O)=C/C1=C(C(=C(N1)C)CC(=O)O)C ({5-[5-(2,6-dichloro-phenylmethanesulfonyl)-2-oxo-1,2-dihydro-indol-(3Z)-ylidenemethyl]-2,4-dimethyl-1H-pyrrol-3-yl}-acetic acid), FC1CN(CCC1)CCN (2-(3-fluoro-piperidin-1-yl)-ethylamine). The product is ClC1=C(C(=CC=C1)Cl)CS(=O)(=O)C=1C=C2/C(/C(NC2=CC1)=O)=C/C1=C(C(=C(N1)C)CC(=O)NCCN1CC(CCC1)F)C (2-{5-[5-(2,6-Dichloro-phenylmethanesulfonyl)-2-oxo-1,2-dihydro-indol-(3Z)-ylidenemethyl]-2,4-dimethyl-1H-pyrrol-3-yl}-N-[2-(3-fluoro-piperidin-1-yl)-ethyl]-acetamide). As a reaction SMILES: [Cl:1][C:2]1[CH:7]=[CH:6][CH:5]=[C:4]([Cl:8])[C:3]=1[CH2:9][S:10]([C:13]1[CH:14]=[C:15]2[C:19](=[CH:20][CH:21]=1)[NH:18][C:17](=[O:22])/[C:16]/2=[CH:23]\[C:24]1[NH:28][C:27]([CH3:29])=[C:26]([CH2:30][C:31](O)=[O:32])[C:25]=1[CH3:34])(=[O:12])=[O:11].[F:35][CH:36]1[CH2:41][CH2:40][CH2:39][N:38]([CH2:42][CH2:43][NH2:44])[CH2:37]1>>[Cl:8][C:4]1[CH:5]=[CH:6][CH:7]=[C:2]([Cl:1])[C:3]=1[CH2:9][S:10]([C:13]1[CH:14]=[C:15]2[C:19](=[CH:20][CH:21]=1)[NH:18][C:17](=[O:22])/[C:16]/2=[CH:23]\[C:24]1[NH:28][C:27]([CH3:29])=[C:26]([CH2:30][C:31]([NH:44][CH2:43][CH2:42][N:38]2[CH2:39][CH2:40][CH2:41][CH:36]([F:35])[CH2:37]2)=[O:32])[C:25]=1[CH3:34])(=[O:12])=[O:11]. Procedure details: {5-[5-(2,6-dichloro-phenylmethanesulfonyl)-2-oxo-1,2-dihydro-indol-(3Z)-ylidenemethyl]-2,4-dimethyl-1H-pyrrol-3-yl}-acetic acid was coupled with 2-(3-fluoro-piperidin-1-yl)-ethylamine to give the titled compound.